This data is from the Open Reaction Database (ORD), a public repository of structured organic reaction records. The task is: describe an organic reaction: reactants, conditions, products, and yield Starting materials: COC(=O)C(COC(C)(C)C)NCCNC(=O)OCc1ccccc1, ClCCl, CO, CC(C)OC(C)C, CC(C)O, [Na+], [Na+], O=S(=O)([O-])[O-], O. Yields the product CC(C)(C)OCC1NCCNC1=O. RXN SMILES: [CH2:1]([O:2][C:3](=[O:6])[NH:11][CH2:12][CH2:13][NH:14][CH:15]([C:16]([O:4][CH3:5])=[O:17])[CH2:20][O:21][C:22]([CH3:23])([CH3:24])[CH3:25])[c:7]1[cH:8][cH:9][cH:10][cH:18][cH:19]1.[CH2:47]([Cl:48])[Cl:49].[CH3:41][OH:42].[CH:26]([O:27][CH:28]([CH3:29])[CH3:30])([CH3:31])[CH3:32].[CH:43]([OH:44])([CH3:45])[CH3:46].[Na+:34].[Na+:35].[O-:36][S:37](=[O:38])(=[O:39])[O-:40].[OH2:33]>>[NH:11]1[CH2:12][CH2:13][NH:14][CH:15]([CH2:20][O:21][C:22]([CH3:23])([CH3:24])[CH3:25])[C:16]1=[O:17]. Reactants: C[Si](C)(C)C#CC1=CC(=C(C(=O)OC)C=C1)O (methyl 4-trimethylsilanylethynyl-2-hydroxybenzoate), C1CCOC1 (THF), [F-].C(CCC)[N+](CCCC)(CCCC)CCCC (tetrabutylammonium fluoride). Run in O (water). Run at time 1 hour. The product is C(#C)C1=CC(=C(C(=O)OC)C=C1)O (Methyl 4-ethynyl-2-hydroxybenzoate). As a reaction SMILES: C[Si]([C:5]#[C:6][C:7]1[CH:16]=[CH:15][C:10]([C:11]([O:13][CH3:14])=[O:12])=[C:9]([OH:17])[CH:8]=1)(C)C.C1COCC1.[F-].C([N+](CCCC)(CCCC)CCCC)CCC>O>[C:6]([C:7]1[CH:16]=[CH:15][C:10]([C:11]([O:13][CH3:14])=[O:12])=[C:9]([OH:17])[CH:8]=1)#[CH:5] |f:2.3|. Procedure: 3.07 g (12.4 mmol) of methyl 4-trimethylsilanylethynyl-2-hydroxybenzoate are mixed, in a 500 ml three-necked flask, with 50 ml of THF, and 13.7 ml of a tetrabutylammonium fluoride solution (1 M /THF) are added dropwise. The reaction medium is stirred for 1 h at room temperature and is then poured into water and extracted with ethyl ether. After separation of the phases by settling, the organic phase is dried over magnesium sulphate and concentrated. Reactants: C1(CC1)C1=CC(=NN1)NC1=NC(=C(C#N)C=C1F)F (6-[(5-cyclopropyl-1H-pyrazol-3-yl)amino]-2,5-difluoronicotinonitrile), NC(C)C=1C=CC(=C(C1)NC(=O)C1CC1)F (N-[5-(1-aminoethyl) -2-fluorophenyl]cyclopropanecarboxamide), CCN(C(C)C)C(C)C (DIEA). Solvent: C(CCC)O (n-butanol). Conditions: temperature 150 celsius. The product is C(#N)C=1C(=NC(=C(C1)F)NC1=NNC(=C1)C1CC1)NC(C)C=1C=CC(=C(C1)NC(=O)C1CC1)F (N-{5-[1-({3-Cyano-6-[(5-cyclopropyl-1H-pyrazol-3-yl)amino]-5-fluoropyridin-2-yl}amino)ethyl]-2-fluorophenyl}cyclopropanecarboxamide). RXN SMILES: [CH:1]1([C:4]2[NH:8][N:7]=[C:6]([NH:9][C:10]3[C:17]([F:18])=[CH:16][C:13]([C:14]#[N:15])=[C:12](F)[N:11]=3)[CH:5]=2)[CH2:3][CH2:2]1.[NH2:20][CH:21]([C:23]1[CH:24]=[CH:25][C:26]([F:35])=[C:27]([NH:29][C:30]([CH:32]2[CH2:34][CH2:33]2)=[O:31])[CH:28]=1)[CH3:22].CCN(C(C)C)C(C)C>C(O)CCC>[C:14]([C:13]1[C:12]([NH:20][CH:21]([C:23]2[CH:24]=[CH:25][C:26]([F:35])=[C:27]([NH:29][C:30]([CH:32]3[CH2:34][CH2:33]3)=[O:31])[CH:28]=2)[CH3:22])=[N:11][C:10]([NH:9][C:6]2[CH:5]=[C:4]([CH:1]3[CH2:3][CH2:2]3)[NH:8][N:7]=2)=[C:17]([F:18])[CH:16]=1)#[N:15]. Procedure: To a 10-ml microwave reaction vessel was added 6-[(5-cyclopropyl-1H-pyrazol-3-yl)amino]-2,5-difluoronicotinonitrile (Method 32, 431 mg, 1.65 mmol), N-[5-(1-aminoethyl) -2-fluorophenyl]cyclopropanecarboxamide (Method 69, 550 mg, 2.5 mmol), and DIEA (1.15 ml, 6.6 mmol) in n-butanol (5 ml). The resulting suspension was set to microwave heating (CEM Discover System) at 150° C. for 3 hours. The reaction was concentrated in vacuo and purified by silica gel chromatography (Biotage Horizon System) using... Starting materials: CCO, [Na+], [OH-], COC(=O)c1ccc(-c2ccncc2)s1. The product is O=C(O)c1ccc(-c2ccncc2)s1. Reaction SMILES: [CH3:18][CH2:19][OH:20].[Na+:17].[OH-:16].[n:1]1[cH:2][cH:3][c:4](-[c:7]2[cH:8][cH:9][c:10]([C:12](=[O:13])[O:14][CH3:15])[s:11]2)[cH:5][cH:6]1>>[n:1]1[cH:2][cH:3][c:4](-[c:7]2[cH:8][cH:9][c:10]([C:12](=[O:13])[OH:14])[s:11]2)[cH:5][cH:6]1. Reactants: FC1=CC=C(C=2SC3=CC=CC=C3C(C12)=O)O (1-fluoro-4-hydroxy-thioxanthen-9-one), C(C)(C)(C)C1=C(C(=CC(=C1)C)C(C)(C)C)O (2,6-di-tert-butyl-4-methylphenol), FC(C(=O)O)(F)F (trifluoroacetic acid), C(=C)OCCOCCOC(C=C)=O (2-(2′-vinyloxyethoxy)ethylacrylate). Run at temperature 70 celsius, time 4 hour. Product: FC1=CC=C(C=2SC3=CC=CC=C3C(C12)=O)OC(C)OCCOCCOC(C=C)=O (acrylic acid 2-{2-[1-(1-fluoro-9-oxo-9H-thioxanthen-4-yloxy)-ethoxy]-ethoxy}-ethyl ester). Reaction SMILES: [F:1][C:2]1[C:15]2[C:14](=[O:16])[C:13]3[C:8](=[CH:9][CH:10]=[CH:11][CH:12]=3)[S:7][C:6]=2[C:5]([OH:17])=[CH:4][CH:3]=1.C(C1C=C(C)C=C(C(C)(C)C)C=1O)(C)(C)C.FC(F)(F)C(O)=O.[CH:41]([O:43][CH2:44][CH2:45][O:46][CH2:47][CH2:48][O:49][C:50](=[O:53])[CH:51]=[CH2:52])=[CH2:42]>>[F:1][C:2]1[C:15]2[C:14](=[O:16])[C:13]3[C:8](=[CH:9][CH:10]=[CH:11][CH:12]=3)[S:7][C:6]=2[C:5]([O:17][CH:41]([O:43][CH2:44][CH2:45][O:46][CH2:47][CH2:48][O:49][C:50](=[O:53])[CH:51]=[CH2:52])[CH3:42])=[CH:4][CH:3]=1. Reported procedure: 1-fluoro-4-hydroxy-thioxanthen-9-one (2.5 g, 0.01 mol), 2,6-di-tert-butyl-4-methylphenol (0.07 g, 0.32 mmol) and trifluoroacetic acid (0.1 g=92.4 μL, 1.2 mmol) were added to 2-(2′-vinyloxyethoxy)ethylacrylate (27.6 g). The mixture was heated to 70° C. and stirred for 4 hours. After cooling down to room temperature, activated Lewatit M600 MB (10 g) was added and stirred for 1 hour. After filtration, a 15 w % solution of acrylic acid 2-{2-[1-(1-fluoro-9-oxo-9H-thioxanthen-4-yloxy)-ethoxy]-ethoxy}-...